Dataset: the Open Reaction Database (ORD), a public repository of structured organic reaction records. Task: describe an organic reaction: reactants, conditions, products, and yield Starting materials: O=C([O-])[O-], CS(C)=O, Cc1ccc(-c2nc(C)c(C)cc2O)nc1, Clc1ccc2c(Cl)ccnc2c1, [Cs+], [Cs+], O. The product is Cc1ccc(-c2nc(C)c(C)cc2Oc2ccnc3cc(Cl)ccc23)nc1. RXN SMILES: [C:33](=[O:34])([O-:35])[O-:36].[CH3:1][S:2](=[O:3])[CH3:4].[CH3:5][c:6]1[cH:7][c:8]([OH:20])[c:9](-[c:13]2[n:14][cH:15][c:16]([CH3:19])[cH:17][cH:18]2)[n:10][c:11]1[CH3:12].[Cl:21][c:22]1[cH:23][cH:24][n:25][c:26]2[cH:27][c:28]([Cl:32])[cH:29][cH:30][c:31]12.[Cs+:37].[Cs+:38].[OH2:39]>>[CH3:5][c:6]1[cH:7][c:8]([O:20][c:22]2[cH:23][cH:24][n:25][c:26]3[cH:27][c:28]([Cl:32])[cH:29][cH:30][c:31]23)[c:9](-[c:13]2[n:14][cH:15][c:16]([CH3:19])[cH:17][cH:18]2)[n:10][c:11]1[CH3:12]. The reactants are COC(=O)C=1C=C2C=CN(C2=CC1)C(=O)OC(C)(C)C (N-tert-butoxycarbonylindole-5-carboxylic acid methyl ester), CC(C)C[AlH]CC(C)C (DIBALH), C1(=CC=CC=C1)C (toluene). Solvent: O1CCCC1 (tetrahydrofuran). Conditions: time 2 hour. Yields the product C(C)(C)(C)OC(=O)N1C=CC2=CC(=CC=C12)CO (N-tert-butoxycarbonylindol-5-yl methanol). The yield is 100.0%. RXN SMILES: C[O:2][C:3]([C:5]1[CH:6]=[C:7]2[C:11](=[CH:12][CH:13]=1)[N:10]([C:14]([O:16][C:17]([CH3:20])([CH3:19])[CH3:18])=[O:15])[CH:9]=[CH:8]2)=O.CC(C[AlH]CC(C)C)C.C1(C)C=CC=CC=1>O1CCCC1>[C:17]([O:16][C:14]([N:10]1[C:11]2[C:7](=[CH:6][C:5]([CH2:3][OH:2])=[CH:13][CH:12]=2)[CH:8]=[CH:9]1)=[O:15])([CH3:20])([CH3:18])[CH3:19]. Procedure details: To a solution of N-tert-butoxycarbonylindole-5-carboxylic acid methyl ester (23.6 g, 85.7 mmol) in dry tetrahydrofuran (225 mL) at −78° C. was added 1.5 M DIBALH in toluene (171 mL, 257 mmol). After 2 h, the reaction mixture was quenched by the slow addition of methanol (45 mL), water (60 mL), and saturated aqueous NH4Cl (30 mL). The cold bath was removed and after stirring for an additional 1 h, the reaction mixture was filtered over Celite. The Celite cake was washed with tetrahydrofuran and t...